This data is from the Open Reaction Database (ORD), a public repository of structured organic reaction records. The task is: describe an organic reaction: reactants, conditions, products, and yield The reactants are CCOCC (Et2O), C(C)(=O)N1[C@H](C[C@H](C2=CC(=CC=C12)C=1C=NN(C1)CCN(C(OC(C)(C)C)=O)C)NC1=NC=CN=C1)C (1,1-dimethylethyl (2-{4-[(2S,4R)-1-acetyl-2-methyl-4-(2-pyrazinylamino)-1,2,3,4-tetrahydro-6-quinolinyl]-1H-pyrazol-1-yl}ethyl)methylcarbamate), Cl (HCl), Intermediate 74, FC(C(=O)O)(F)F (trifluoroacetic acid). The solvent is ClCCl (DCM), ClCCl (dichloromethane). Run at time 30 minute. Product: Cl.C(C)(=O)N1[C@H](C[C@H](C2=CC(=CC=C12)C=1C=NN(C1)CCNC)NC1=NC=CN=C1)C ((2S,4R)-1-acetyl-2-methyl-6-{1-[2-(methylamino)ethyl]-1H-pyrazol-4-yl}-N-2-pyrazinyl-1,2,3,4-tetrahydro-4-quinolinamine hydrochloride). Isolated yield 39.3%. RXN SMILES: [C:1]([N:4]1[C:13]2[C:8](=[CH:9][C:10]([C:14]3[CH:15]=[N:16][N:17]([CH2:19][CH2:20][N:21](C)[C:22](=O)OC(C)(C)C)[CH:18]=3)=[CH:11][CH:12]=2)[C@H:7]([NH:30][C:31]2[CH:36]=[N:35][CH:34]=[CH:33][N:32]=2)[CH2:6][C@@H:5]1[CH3:37])(=[O:3])[CH3:2].FC(F)(F)C(O)=O.[ClH:45].CCOCC>ClCCl>[ClH:45].[C:1]([N:4]1[C:13]2[C:8](=[CH:9][C:10]([C:14]3[CH:15]=[N:16][N:17]([CH2:19][CH2:20][NH:21][CH3:22])[CH:18]=3)=[CH:11][CH:12]=2)[C@H:7]([NH:30][C:31]2[CH:36]=[N:35][CH:34]=[CH:33][N:32]=2)[CH2:6][C@@H:5]1[CH3:37])(=[O:3])[CH3:2] |f:5.6|. Procedure details: A solution 1,1-dimethylethyl (2-{4-[(2S,4R)-1-acetyl-2-methyl-4-(2-pyrazinylamino)-1,2,3,4-tetrahydro-6-quinolinyl]-1H-pyrazol-1-yl}ethyl)methylcarbamate (for a preparation see Intermediate 74) (204 mg, 0.403 mmol) in dichloromethane (DCM) (4 mL) was treated with trifluoroacetic acid (TFA) (1 mL, 12.98 mmol) and the resulting mixture was stirred at room temperature for 30 min then concentrated in vacuo. The residue was loaded on a 5 g SCX cartridge then eluted with MeOH (20 mL) followed by 2M NH... Starting materials: CC(=O)c1cc2c(cc1C)OC(C)(C)CC2(C)C, [O-]Cl, [Na+], [Na+], C1COCCO1, [OH-], O. The product is Cc1cc2c(cc1C(=O)O)C(C)(C)CC(C)(C)O2. As a reaction SMILES: [CH3:1][C:2]1([CH3:18])[O:3][c:4]2[cH:5][c:6]([CH3:17])[c:7]([C:14]([CH3:15])=[O:16])[cH:8][c:9]2[C:10]([CH3:12])([CH3:13])[CH2:11]1.[Cl:19][O-:20].[Na+:21].[Na+:23].[O:25]1[CH2:26][CH2:27][O:28][CH2:29][CH2:30]1.[OH-:22].[OH2:24]>>[CH3:1][C:2]1([CH3:18])[O:3][c:4]2[cH:5][c:6]([CH3:17])[c:7]([C:14]([OH:16])=[O:20])[cH:8][c:9]2[C:10]([CH3:12])([CH3:13])[CH2:11]1. Starting materials: COC=1C(=NN(C1)COCC[Si](C)(C)C)C#N (4-methoxy-1-((2-(trimethylsilyl)ethoxy)methyl)-1H-pyrazole-3-carbonitrile), COC=1C(=NN(C1)COCC[Si](C)(C)C)C#N (4-methoxy-1-((2-(trimethylsilyl)ethoxy)methyl)-1H-pyrazole-3-carbonitrile). Solvent: FC(C(=O)O)(F)F (trifluoroacetic acid). Reaction conditions: time 2 hour. Yields the product COC=1C(=NNC1)C#N (4-Methoxy-1H-pyrazole-3-carbonitrile). Yield: 86.6%. Reaction SMILES: [CH3:1][O:2][C:3]1[C:4]([C:16]#[N:17])=[N:5][N:6](COCC[Si](C)(C)C)[CH:7]=1>FC(F)(F)C(O)=O>[CH3:1][O:2][C:3]1[C:4]([C:16]#[N:17])=[N:5][NH:6][CH:7]=1. Reported procedure: A mixture of 4-methoxy-1-((2-(trimethylsilyl)ethoxy)methyl)-1H-pyrazole-3-carbonitrile (compound 280.6, 500 mg, 1.97 mmol) and trifluoroacetic acid (10 mL) in TES (5 mL) was stirred for 2 h at room temperature, then concentrated under reduced pressure. The residue was purified by silica gel chromatography with ethyl acetate/petroleum ether (1:2) as the eluent to furnish 210 mg (86%) of the title compound as a white solid. The reactants are N1=C(Cl)N=C(Cl)N=C1Cl (cyanuric chloride), CN1CCC(CC1)NC (N-methyl-4-(methylamino)piperidine), C1(CCCCCC1)N (cycloheptylamine), C(C1=CC=CC=C1)OC1=C(C=C(C=C1)N)Cl (4-benzyloxy-3-chloro-phenylamine), C(C)(C)N(CC)C(C)C (DIEA), C(C)(C)N(CC)C(C)C (diisopropylethylamine), C(C)(C)N(CC)C(C)C (DIEA). Solvent: C(C)#N (acetonitrile), C(C)#N (acetonitrile), C(C)#N (acetonitrile). Conditions: temperature -20 celsius. The product is [OH-].[NH4+] (ammonium hydroxide), C(C1=CC=CC=C1)OC1=C(C=C(C=C1)NC1=NC(=NC(=N1)NC1CCCCCC1)NC1CCN(CC1)C)Cl (N-(4-Benzyloxy-3-chloro-phenyl)-N′-cycloheptyl-N″-(1-methyl-piperidin-4-yl)-[1,3,5]triazine-2,4,6-triamine). Yield: 13.6%. As a reaction SMILES: [N:1]1[C:8](Cl)=[N:7][C:5](Cl)=[N:4][C:2]=1Cl.[CH2:10]([O:17][C:18]1[CH:23]=[CH:22][C:21]([NH2:24])=[CH:20][C:19]=1[Cl:25])[C:11]1[CH:16]=[CH:15][CH:14]=[CH:13][CH:12]=1.C(N(C(C)C)CC)(C)C.[CH:35]1([NH2:42])[CH2:41][CH2:40][CH2:39][CH2:38][CH2:37][CH2:36]1.[CH3:43][N:44]1[CH2:49][CH2:48][CH:47]([NH:50]C)[CH2:46][CH2:45]1>C(#N)C>[OH-:17].[NH4+:1].[CH2:10]([O:17][C:18]1[CH:23]=[CH:22][C:21]([NH:24][C:2]2[N:4]=[C:5]([NH:42][CH:35]3[CH2:41][CH2:40][CH2:39][CH2:38][CH2:37][CH2:36]3)[N:7]=[C:8]([NH:50][CH:47]3[CH2:48][CH2:49][N:44]([CH3:43])[CH2:45][CH2:46]3)[N:1]=2)=[CH:20][C:19]=1[Cl:25])[C:11]1[CH:12]=[CH:13][CH:14]=[CH:15][CH:16]=1 |f:6.7|. Reported procedure: To cyanuric chloride (3.148 g, 17.0 mmol) dissolved in acetonitrile (70 mL) stirring at −20° C., was added a solution of 4-benzyloxy-3-chloro-phenylamine (4.0188 g, 17.0 mmol) in acetonitrile (40 mL) followed by the addition of diisopropylethylamine (DIEA) (3 mL, 17.0 mmol), and was stirred at −20° C. for 1 hour under a nitrogen atmosphere. The mixture was allowed to warm to room temperature and then cycloheptylamine (2.2 mL, 17.0 mmol) was added in anhydrous acetonitrile (5 mL) followed by addi... Reactants: CCO, [Na+], CCOC(=O)Cc1ccc(N2CCOCC2=O)cc1, [OH-]. Yields the product O=C(O)Cc1ccc(N2CCOCC2=O)cc1. Reaction SMILES: [CH3:22][CH2:23][OH:24].[Na+:21].[O:1]=[C:2]1[CH2:3][O:4][CH2:5][CH2:6][N:7]1[c:8]1[cH:9][cH:10][c:11]([CH2:14][C:15](=[O:16])[O:17][CH2:18][CH3:19])[cH:12][cH:13]1.[OH-:20]>>[O:1]=[C:2]1[CH2:3][O:4][CH2:5][CH2:6][N:7]1[c:8]1[cH:9][cH:10][c:11]([CH2:14][C:15](=[O:16])[OH:17])[cH:12][cH:13]1. The reactants are [H-].[Al+3].[Li+].[H-].[H-].[H-] (lithium aluminum hydride), FC=1C=C(COC(C=2C(C(=O)OCC3=CC(=CC=C3)F)=CC(=CC2)OCC2=CC(=CC=C2)F)=O)C=CC1 (4-(3-fluoro-benzyloxy)-phthalic acid bis-(3-fluoro-benzyl) ester), O (water), S(O)(O)(=O)=O (sulfuric acid). The solvent is C(C)OCC (diethyl ether), C(C)OCC (diethyl ether). The product is FC=1C=C(COC=2C=CC(=C(C2)CO)CO)C=CC1 ([5-(3-Fluoro-benzyloxy)-2-hydroxymethyl-phenyl]-methanol). The yield is 75.1%. Reaction SMILES: [H-].[Al+3].[Li+].[H-].[H-].[H-].FC1C=C(C=CC=1)C[O:12][C:13](=O)[C:14]1[C:15](=[CH:27][C:28]([O:31][CH2:32][C:33]2[CH:38]=[CH:37][CH:36]=[C:35]([F:39])[CH:34]=2)=[CH:29][CH:30]=1)[C:16](OCC1C=CC=C(F)C=1)=[O:17].O.S(=O)(=O)(O)O>C(OCC)C>[F:39][C:35]1[CH:34]=[C:33]([CH:38]=[CH:37][CH:36]=1)[CH2:32][O:31][C:28]1[CH:29]=[CH:30][C:14]([CH2:13][OH:12])=[C:15]([CH2:16][OH:17])[CH:27]=1 |f:0.1.2.3.4.5|. Procedure details: To a suspension of lithium aluminum hydride (2.15 g, 56.9 mmol) and diethyl ether (150 mL) at 0° C. a solution of 4-(3-fluoro-benzyloxy)-phthalic acid bis-(3-fluoro-benzyl) ester (13.1 g, 25.9 mmol) in diethyl ether (150 mL) was added over 1 h. After a further 1.5 h water (100 mL) and sulfuric acid (2 M, 100 mL) was added and the resulting mixture was extracted with diethyl ether (2×100 mL). The combined extracts were then dried over sodium sulfate, filtered and evaporated to leave a clear oil w...